Dataset: the Open Reaction Database (ORD), a public repository of structured organic reaction records. Task: describe an organic reaction: reactants, conditions, products, and yield Starting materials: O([Si](C1=CC=CC=C1)(C1=CC=CC=C1)C(C)(C)C)CC(C)(C)C1NC2=CC=C(C=C2C(C1)OCC)[N+](=O)[O-] (2-[2-(tert-butyldiphenylsilanoxy)-1,1-dimethylethyl]-4-ethoxy-6-nitro-1,2,3,4-tetrahydroquinoline), [F-].C(CCC)[N+](CCCC)(CCCC)CCCC (tetrabutylammonium fluoride). The solvent is O1CCCC1 (tetrahydrofuran), O1CCCC1 (tetrahydrofuran). Reaction conditions: time 8 hour. Yields the product C(C)OC1CC(NC2=CC=C(C=C12)[N+](=O)[O-])C(CO)(C)C (2-(4-ethoxy-6-nitro-1,2,3,4-tetrahydroquinolin-2-yl)-2-methylpropan-1-ol). Isolated yield 74.5%. As a reaction SMILES: [O:1]([CH2:19][C:20]([CH:23]1[CH2:32][CH:31]([O:33][CH2:34][CH3:35])[C:30]2[C:25](=[CH:26][CH:27]=[C:28]([N+:36]([O-:38])=[O:37])[CH:29]=2)[NH:24]1)([CH3:22])[CH3:21])[Si](C(C)(C)C)(C1C=CC=CC=1)C1C=CC=CC=1.[F-].C([N+](CCCC)(CCCC)CCCC)CCC>O1CCCC1>[CH2:34]([O:33][CH:31]1[C:30]2[C:25](=[CH:26][CH:27]=[C:28]([N+:36]([O-:38])=[O:37])[CH:29]=2)[NH:24][CH:23]([C:20]([CH3:21])([CH3:22])[CH2:19][OH:1])[CH2:32]1)[CH3:35] |f:1.2|. Procedure: The compound of Example 1 (34 mg) was dissolved in 1.0 ml of tetrahydrofuran, and 1.2 ml of a 1M tetrahydrofuran solution of tetrabutylammonium fluoride was added at 0° C. After overnight stirring at room temperature, the solvent was distilled off under reduced pressure. The residue was purified by silica gel column chromatography (elution solvent; hexane:ethyl acetate=3:1−1:1−1:2) to obtain 14 mg of the title compound. Its physical properties are shown below.